Dataset: the Open Reaction Database (ORD), a public repository of structured organic reaction records. Task: describe an organic reaction: reactants, conditions, products, and yield Reactants: CCOP(=O)(CC(O)CCl)C1CC=CCC1, CCO, N. Yields the product CCOP(=O)(CC(O)CN)C1CC=CCC1. RXN SMILES: [CH2:1]([CH3:2])[O:3][P:4](=[O:5])([CH:6]1[CH2:7][CH:8]=[CH:9][CH2:10][CH2:11]1)[CH2:12][CH:13]([CH2:14][Cl:15])[OH:16].[CH3:18][CH2:19][OH:20].[NH3:17]>>[CH2:1]([CH3:2])[O:3][P:4](=[O:5])([CH:6]1[CH2:7][CH:8]=[CH:9][CH2:10][CH2:11]1)[CH2:12][CH:13]([CH2:14][NH2:17])[OH:16]. Starting materials: C[O-].[Na+] (sodium methoxide), S1C(=CC=C1)CC=O (2-thienylacetaldehyde), N1CCOCC1 (morpholine), O.C1(=CC=C(C=C1)S(=O)(=O)O)C (p-toluenesulfonic acid hydrate). Run in C1(=CC=CC=C1)C (toluene), O (water). The product is O1CCN(CC1)C=CC=1SC=CC1 (1-morpholino-2-(2-thienyl)ethylene). Reaction SMILES: [S:1]1[CH:5]=[CH:4][CH:3]=[C:2]1[CH2:6][CH:7]=O.[NH:9]1[CH2:14][CH2:13][O:12][CH2:11][CH2:10]1.O.C1(C)C=CC(S(O)(=O)=O)=CC=1.C[O-].[Na+]>C1(C)C=CC=CC=1.O>[O:12]1[CH2:13][CH2:14][N:9]([CH:7]=[CH:6][C:2]2[S:1][CH:5]=[CH:4][CH:3]=2)[CH2:10][CH2:11]1 |f:2.3,4.5|. Reported procedure: A mixture of 1.5 g of 2-thienylacetaldehyde, 1.4 mL of morpholine, and 0.012 g of p-toluenesulfonic acid hydrate in 7.5 mL of toluene is heated at reflux under a Dean-Stark Trap with azeotropic removal of water for 3 hours. The solution is cooled, neutralized by the addition of solid sodium methoxide, and concentrated in vacuo. The residue is taken up in toluene, filtered, and concentrated in vacuo to afford the desired enamine as an oil.